This data is from the Open Reaction Database (ORD), a public repository of structured organic reaction records. The task is: describe an organic reaction: reactants, conditions, products, and yield Starting materials: C(C)OC(\C=C\C1=CC=C(C=C1)Br)=O ((E)-3-(4-Bromo-phenyl)-acrylic acid ethyl ester), C(C)(C)C=1C=CC(=C(C1)B(O)O)OC (5-isopropyl-2-methoxy-benzene boronic acid). The product is C(C)OC(\C=C\C1=CC=C(C=C1)C1=C(C=CC(=C1)C(C)C)OC)=O ((E)-3-(5′-Isopropyl-2′-methoxy-biphenyl-4-yl)-acrylic acid ethyl ester). RXN SMILES: [CH2:1]([O:3][C:4](=[O:14])/[CH:5]=[CH:6]/[C:7]1[CH:12]=[CH:11][C:10](Br)=[CH:9][CH:8]=1)[CH3:2].[CH:15]([C:18]1[CH:19]=[CH:20][C:21]([O:27][CH3:28])=[C:22](B(O)O)[CH:23]=1)([CH3:17])[CH3:16]>>[CH2:1]([O:3][C:4](=[O:14])/[CH:5]=[CH:6]/[C:7]1[CH:12]=[CH:11][C:10]([C:22]2[CH:23]=[C:18]([CH:15]([CH3:17])[CH3:16])[CH:19]=[CH:20][C:21]=2[O:27][CH3:28])=[CH:9][CH:8]=1)[CH3:2]. Reported procedure: (E)-3-(4-Bromo-phenyl)-acrylic acid ethyl ester (450 mg, 2.0 mmol) was reacted with 5-isopropyl-2-methoxy-benzene boronic acid (776 mg, 4.0 mmol) by a procedure described in example 52 a, to give (E)-3-(5′-Isopropyl-2′-methoxy-biphenyl-4-yl)-acrylic acid ethyl ester. Yields the product FC1=CC=C(C=C1)C1CN=C2SCCCN21 (3-(4-Fluorophenyl)2,3,6,7-tetrahydro-5H-imidazo[2,1-b][1,3]thiazine). Procedure: Dissolve 4.9 g of the product of Step C in 30 ml of 1,2-dichloroethane and 5.6 g of methane sulfonic acid (98%). Reflux the mixture for one (1) hour then remove the solvent in vacuo. Add 80 ml of ice-water then adjust to an alkaline pH with 10% sodium hydroxide solution. Extract with methylene chloride, dry the extract over sodium sulfate and concentrate to an oil which crystallizes from petroleum ether M.P. 69°-71° C. Starting materials: FC1=CC=C(C=C1)C1CNC(N1CCCO)=S (5-(4-Fluorophenyl)-1-(3-hydroxypropyl)imidazolidine-2-thione), ( 1 ). As a reaction SMILES: [F:1][C:2]1[CH:7]=[CH:6][C:5]([CH:8]2[N:12]([CH2:13][CH2:14][CH2:15]O)[C:11](=[S:17])[NH:10][CH2:9]2)=[CH:4][CH:3]=1>ClCCCl.CS(O)(=O)=O>[F:1][C:2]1[CH:7]=[CH:6][C:5]([CH:8]2[N:12]3[C:11]([S:17][CH2:15][CH2:14][CH2:13]3)=[N:10][CH2:9]2)=[CH:4][CH:3]=1. The solvent is ClCCCl (1,2-dichloroethane), CS(=O)(=O)O (methane sulfonic acid). Reactants: C(C)(C)(C)OC(NC1=C(C=C(C(=C1)C)C(F)(F)F)N)=O ((2-amino-5-methyl-4-trifluoromethyl-phenyl)-carbamic acid tert-butyl ester), C(C)(C)(C)OC(CC(=O)C1=CC(=CC=C1)C1=CC(=NC=C1)C)=O (3-[3-(2-methyl-pyridin-4-yl)-phenyl]-3-oxo-propionic acid tert-butyl ester). Product: C(C)(C)(C)OC(NC1=C(C=C(C(=C1)C)C(F)(F)F)NC(CC(=O)C1=CC(=CC=C1)C1=CC(=NC=C1)C)=O)=O ((5-Methyl-2-{3-[3-(2-methyl-pyridin-4-yl)-phenyl]-3-oxo-propionylamino}-4-trifluoromethyl-phenyl)-carbamic acid tert-butyl ester), foam. The yield is 82.0%. As a reaction SMILES: [C:1]([O:5][C:6](=[O:20])[NH:7][C:8]1[CH:13]=[C:12]([CH3:14])[C:11]([C:15]([F:18])([F:17])[F:16])=[CH:10][C:9]=1[NH2:19])([CH3:4])([CH3:3])[CH3:2].C([O:25][C:26](=O)[CH2:27][C:28]([C:30]1[CH:35]=[CH:34][CH:33]=[C:32]([C:36]2[CH:41]=[CH:40][N:39]=[C:38]([CH3:42])[CH:37]=2)[CH:31]=1)=[O:29])(C)(C)C>>[C:1]([O:5][C:6](=[O:20])[NH:7][C:8]1[CH:13]=[C:12]([CH3:14])[C:11]([C:15]([F:18])([F:17])[F:16])=[CH:10][C:9]=1[NH:19][C:26](=[O:25])[CH2:27][C:28]([C:30]1[CH:35]=[CH:34][CH:33]=[C:32]([C:36]2[CH:41]=[CH:40][N:39]=[C:38]([CH3:42])[CH:37]=2)[CH:31]=1)=[O:29])([CH3:4])([CH3:2])[CH3:3]. Procedure details: The title compound was prepared from (2-amino-5-methyl-4-trifluoromethyl-phenyl)-carbamic acid tert-butyl ester (Example J20) (290 mg, 1.0 mmol) and 3-[3-(2-methyl-pyridin-4-yl)-phenyl]-3-oxo-propionic acid tert-butyl ester (Example K12) (311 mg, 1.0 mmol) according to the general procedure M. Obtained as a white foam (430 mg, 82%).